This data is from the Open Reaction Database (ORD), a public repository of structured organic reaction records. The task is: describe an organic reaction: reactants, conditions, products, and yield The reactants are OC1=C(C=C(C=C1)C)C(C)=O (1-(2-hydroxy-5-methylphenyl)ethanone), C([O-])([O-])=O.[K+].[K+] (potassium carbonate), [I-].[Na+] (sodium iodide), ClCC(=O)N(C)OC (2-chloro-N-methoxy-N-methylacetamide). Solvent: CN(C=O)C (N,N-dimethylformamide). Run at temperature 50 celsius, time 5 hour. Product: CON(C(=O)C=1OC2=C(C1C)C=C(C=C2)C)C (N-methoxy-N,3,5-trimethyl-1-benzofuran-2-carboxamide). The yield is 48.7%. As a reaction SMILES: [OH:1][C:2]1[CH:7]=[CH:6][C:5]([CH3:8])=[CH:4][C:3]=1[C:9](=O)[CH3:10].C(=O)([O-])[O-].[K+].[K+].[I-].[Na+].Cl[CH2:21][C:22]([N:24]([O:26][CH3:27])[CH3:25])=[O:23]>CN(C)C=O>[CH3:27][O:26][N:24]([CH3:25])[C:22]([C:21]1[O:1][C:2]2[CH:7]=[CH:6][C:5]([CH3:8])=[CH:4][C:3]=2[C:9]=1[CH3:10])=[O:23] |f:1.2.3,4.5|. Procedure: To a solution (50 mL) of 1-(2-hydroxy-5-methylphenyl)ethanone (5.00 g) in N,N-dimethylformamide were added potassium carbonate (9.20 g), sodium iodide (9.98 g) and 2-chloro-N-methoxy-N-methylacetamide (5.04 g), and the mixture was stirred at 50° C. for 5 hr then at 80° C. overnight. The insoluble material was filtered off, 1,8-diazabicyclo[5.4.0]undec-7-ene (5.00 mL) was added to the filtrate and the mixture was stirred at 120° C. for 2 hr. 1N Hydrochloric acid was added to quench the reaction, ... The reactants are C(C)OC(=O)C1(CCNCC1)CCOC (4-(2-methoxy-ethyl)-piperidine-4-carboxylic acid ethyl ester), CC(CS(=O)(=O)Cl)C (2-methyl-propane-1-sulfonyl chloride), COCC(C)(C)C1=CC=C(C=C1)N (4-(2-methoxy-1,1-dimethyl-ethyl)-phenylamine). Yields the product COCC(C)(C)C1=CC=C(C=C1)N1C(C2(CC1)CCN(CC2)S(=O)(=O)CC(C)C)=O (2-[4-(2-Methoxy-1,1-dimethyl-ethyl)-phenyl]-8-(2-methyl-propane-1-sulfonyl)-2,8-diaza-spiro[4.5]decan-1-one). As a reaction SMILES: C(O[C:4]([C:6]1([CH2:12][CH2:13]OC)[CH2:11][CH2:10][NH:9][CH2:8][CH2:7]1)=[O:5])C.[CH3:16][CH:17]([CH3:23])[CH2:18][S:19](Cl)(=[O:21])=[O:20].[CH3:24][O:25][CH2:26][C:27]([C:30]1[CH:35]=[CH:34][C:33]([NH2:36])=[CH:32][CH:31]=1)([CH3:29])[CH3:28]>>[CH3:24][O:25][CH2:26][C:27]([C:30]1[CH:31]=[CH:32][C:33]([N:36]2[CH2:13][CH2:12][C:6]3([CH2:7][CH2:8][N:9]([S:19]([CH2:18][CH:17]([CH3:23])[CH3:16])(=[O:21])=[O:20])[CH2:10][CH2:11]3)[C:4]2=[O:5])=[CH:34][CH:35]=1)([CH3:29])[CH3:28]. Procedure: Light yellow solid. MS (ESI): 437.24 (MH+). This example was prepared in analogy to example 1 step C) to D) from 4-(2-methoxy-ethyl)-piperidine-4-carboxylic acid ethyl ester (example 1 step B)), 2-methyl-propane-1-sulfonyl chloride, 4-(2-methoxy-1,1-dimethyl-ethyl)-phenylamine (synthesis: Ch. Tegley et al, WO 2005 021532).